This data is from the Open Reaction Database (ORD), a public repository of structured organic reaction records. The task is: describe an organic reaction: reactants, conditions, products, and yield The reactants are SCC(=O)OCC (Ethyl mercaptoacetate), C(CC(C)C)ON=O (isoamylnitrite), ClC1=CC(=C(N)C=C1)SC1=C(C=C(C=C1)S(=O)(=O)CC)Cl (4-Chloro-2-{[2-chloro-4-(ethylsulfonyl)phenyl]thio}aniline). Solvent: O (water), C(C)#N (acetonitrile). Run at temperature 60 celsius. Product: ClC1=CC(=C(C=C1)SCC(=O)OCC)SC1=C(C=C(C=C1)S(=O)(=O)CC)Cl (Ethyl [(4-chloro-2-{[2-chloro-4-(ethylsulfonyl)phenyl]thio}phenyl)thio]acetate). RXN SMILES: [SH:1][CH2:2][C:3]([O:5][CH2:6][CH3:7])=[O:4].C(ON=O)CC(C)C.[Cl:16][C:17]1[CH:23]=[CH:22][C:20](N)=[C:19]([S:24][C:25]2[CH:30]=[CH:29][C:28]([S:31]([CH2:34][CH3:35])(=[O:33])=[O:32])=[CH:27][C:26]=2[Cl:36])[CH:18]=1>C(#N)C.O>[Cl:16][C:17]1[CH:23]=[CH:22][C:20]([S:1][CH2:2][C:3]([O:5][CH2:6][CH3:7])=[O:4])=[C:19]([S:24][C:25]2[CH:30]=[CH:29][C:28]([S:31]([CH2:34][CH3:35])(=[O:32])=[O:33])=[CH:27][C:26]=2[Cl:36])[CH:18]=1. Procedure: Ethyl mercaptoacetate (0.11 ml) followed by isoamylnitrite (0.16 ml) were added to a solution of the product from step (iii) (0.35 g) in dry acetonitrile (20 ml) and heated at 60° C. for 10 h. The mixture was diluted with water, extracted with diethylether, the organics dried and evaporated under reduced pressure. The residue was purified by chromatography on silica eluting with isohexane/diethylether 1:1, yield 0.10 g. Reactants: CCO, CCOC(C)=O, [Cl-], N#Cc1cccc(Oc2ncccc2[N+](=O)[O-])c1, [NH4+], [Zn]. Yields the product N#Cc1cccc(Oc2ncccc2N)c1. Reaction SMILES: [CH3:21][CH2:22][OH:23].[CH3:24][CH2:25][O:26][C:27](=[O:28])[CH3:29].[Cl-:19].[N+:1]([O-:2])(=[O:3])[c:4]1[c:5]([O:10][c:11]2[cH:12][c:13]([C:14]#[N:15])[cH:16][cH:17][cH:18]2)[n:6][cH:7][cH:8][cH:9]1.[NH4+:20].[Zn:30]>>[NH2:1][c:4]1[c:5]([O:10][c:11]2[cH:12][c:13]([C:14]#[N:15])[cH:16][cH:17][cH:18]2)[n:6][cH:7][cH:8][cH:9]1. The reactants are [OH-].[Na+] (sodium hydroxide), C(C1=CC=CC=C1)OC(=O)NC[C@H]([C@@H](C)O)NC(=O)OCC1=CC=CC=C1 ((2R,3R)-1,2-bis(benzyloxycarbonylamino)-3-hydroxybutane), [H][H] (hydrogen). Reagents/catalysts: [Pd] (palladium on carbon). Run in O (water), O1CCCC1 (tetrahydrofuran), O1CCCC1 (tetrahydrofuran), CO (methanol). The product is C(C=C)OC(=O)NC[C@H]([C@@H](C)O)NC(=O)OCC=C ((2R,3R)-1,2-bis(allyloxycarbonylamino)-3-hydroxybutane). Isolated yield 71.0%. RXN SMILES: [CH2:1]([O:8][C:9]([NH:11][CH2:12][C@@H:13]([NH:17][C:18]([O:20][CH2:21][C:22]1C=CC=C[CH:23]=1)=[O:19])[C@H:14]([OH:16])[CH3:15])=[O:10])[C:2]1C=CC=C[CH:3]=1.[H][H].[OH-].[Na+]>CO.[Pd].O.O1CCCC1>[CH2:1]([O:8][C:9]([NH:11][CH2:12][C@@H:13]([NH:17][C:18]([O:20][CH2:21][CH:22]=[CH2:23])=[O:19])[C@H:14]([OH:16])[CH3:15])=[O:10])[CH:2]=[CH2:3] |f:2.3|. Reported procedure: A solution of (2R,3R)-1,2-bis(benzyloxycarbonylamino)-3-hydroxybutane (80.5 g) in methanol (800 ml) was hydrogenated under atmospheric pressure of hydrogen over palladium on carbon (10%, 8 g) for 5 hours at ambient temperature. The catalyst was filtered off and the filtrate was concentrated under reduced pressure to give a syrup. To a solution of the syrup in a mixture of water (400 ml) and tetrahydrofuran (400 ml) in tetrahydrofuran (90 ml) under ice-cooling with stirring, keeping the pH betwee... Starting materials: CCOC(=O)CP(=O)(OCC)OCC, CN(C)C=O, [H-], [Na+], O, COc1cc(COc2nn(-c3ccccc3)cc2C=O)ccc1OCc1nc(-c2ccco2)oc1C. Yields the product CCOC(=O)C=Cc1cn(-c2ccccc2)nc1OCc1ccc(OCc2nc(-c3ccco3)oc2C)c(OC)c1. As a reaction SMILES: [CH2:37]([O:38][P:39]([O:40][CH2:41][CH3:42])(=[O:43])[CH2:45][C:46](=[O:47])[O:48][CH2:49][CH3:50])[CH3:44].[CH3:51][N:52]([CH3:53])[CH:54]=[O:55].[H-:56].[Na+:57].[OH2:58].[o:1]1[c:2](-[c:6]2[o:7][c:8]([CH3:36])[c:9]([CH2:11][O:12][c:13]3[c:14]([O:34][CH3:35])[cH:15][c:16]([CH2:17][O:18][c:19]4[n:20][n:21](-[c:26]5[cH:27][cH:28][cH:29][cH:30][cH:31]5)[cH:22][c:23]4[CH:24]=[O:25])[cH:32][cH:33]3)[n:10]2)[cH:3][cH:4][cH:5]1>>[o:1]1[c:2](-[c:6]2[o:7][c:8]([CH3:36])[c:9]([CH2:11][O:12][c:13]3[c:14]([O:34][CH3:35])[cH:15][c:16]([CH2:17][O:18][c:19]4[n:20][n:21](-[c:26]5[cH:27][cH:28][cH:29][cH:30][cH:31]5)[cH:22][c:23]4[CH:24]=[CH:45][C:46](=[O:47])[O:48][CH2:49][CH3:50])[cH:32][cH:33]3)[n:10]2)[cH:3][cH:4][cH:5]1. Reactants: O=C(O)CCOCCCBr, ClC(Cl)(Cl)Cl, CN(C)C=O, O=S(Cl)Cl. Yields the product O=C(Cl)CCOCCCBr. As a reaction SMILES: [Br:1][CH2:2][CH2:3][CH2:4][O:5][CH2:6][CH2:7][C:8](=[O:9])[OH:10].[Cl:20][C:21]([Cl:22])([Cl:23])[Cl:24].[O:15]=[CH:16][N:17]([CH3:18])[CH3:19].[S:11]([Cl:12])([Cl:13])=[O:14]>>[Br:1][CH2:2][CH2:3][CH2:4][O:5][CH2:6][CH2:7][C:8](=[O:10])[Cl:13]. Reactants: C1CCOC1, Nc1cc(Cl)c(Sc2ccc3ccccc3c2)c(Cl)c1, O=S(=O)(Cl)c1ccc(C(F)(F)F)cc1Cl, c1ccncc1. The product is O=S(=O)(Nc1cc(Cl)c(Sc2ccc3ccccc3c2)c(Cl)c1)c1ccc(C(F)(F)F)cc1Cl. As a reaction SMILES: [CH2:42]1[O:43][CH2:44][CH2:45][CH2:46]1.[Cl:1][c:2]1[cH:3][c:4]([NH2:20])[cH:5][c:6]([Cl:19])[c:7]1[S:8][c:9]1[cH:10][c:11]2[cH:12][cH:13][cH:14][cH:15][c:16]2[cH:17][cH:18]1.[Cl:27][c:28]1[c:29]([S:38](=[O:39])(=[O:40])[Cl:41])[cH:30][cH:31][c:32]([C:34]([F:35])([F:36])[F:37])[cH:33]1.[cH:21]1[cH:22][cH:23][n:24][cH:25][cH:26]1>>[Cl:1][c:2]1[cH:3][c:4]([NH:20][S:38]([c:29]2[c:28]([Cl:27])[cH:33][c:32]([C:34]([F:35])([F:36])[F:37])[cH:31][cH:30]2)(=[O:39])=[O:40])[cH:5][c:6]([Cl:19])[c:7]1[S:8][c:9]1[cH:10][c:11]2[cH:12][cH:13][cH:14][cH:15][c:16]2[cH:17][cH:18]1. Starting materials: CC(C)(C)OC(=O)N1CCN(c2ccc(Br)cn2)CC1, CB(O)O, CCOC(C)=O, COc1cccc(OC)c1-c1ccccc1P(C1CCCCC1)C1CCCCC1, [F-], [K+], CC(=O)[O-], CC(=O)[O-], C1CCOC1, [Pd+2]. Yields the product Cc1ccc(N2CCN(C(=O)OC(C)(C)C)CC2)nc1. As a reaction SMILES: [C:1]([CH3:2])([CH3:3])([CH3:4])[O:5][C:6](=[O:7])[N:8]1[CH2:9][CH2:10][N:11]([c:14]2[n:15][cH:16][c:17]([Br:20])[cH:18][cH:19]2)[CH2:12][CH2:13]1.[CH3:52][B:53]([OH:54])[OH:55].[CH3:65][CH2:66][O:67][C:68](=[O:69])[CH3:70].[CH:21]1([P:22]([CH:23]2[CH2:24][CH2:25][CH2:26][CH2:27][CH2:28]2)[c:29]2[cH:30][cH:31][cH:32][cH:33][c:34]2-[c:35]2[c:36]([O:37][CH3:38])[cH:39][cH:40][cH:41][c:42]2[O:43][CH3:44])[CH2:45][CH2:46][CH2:47][CH2:48][CH2:49]1.[F-:50].[K+:51].[O-:57][C:58]([CH3:59])=[O:60].[O-:61][C:62]([CH3:63])=[O:64].[O:71]1[CH2:72][CH2:73][CH2:74][CH2:75]1.[Pd+2:56]>>[C:1]([CH3:2])([CH3:3])([CH3:4])[O:5][C:6](=[O:7])[N:8]1[CH2:9][CH2:10][N:11]([c:14]2[n:15][cH:16][c:17]([CH3:21])[cH:18][cH:19]2)[CH2:12][CH2:13]1. The reactants are [OH-].[Na+] (sodium hydroxide), COC(CC1=CC=C(C=C1)C1=C(C=C(C=C1)C(CC)(C1=CC(=C(C=C1)CCC1(CCCC1)O)C)CC)C)=O ([4′-(1-ethyl-1-{4-[2-(1-hydroxy-cyclopentyl)-ethyl]-3-methyl-phenyl}-propyl)-2′-methyl-biphenyl-4-yl]-acetic acid methyl ester), [Cl-].[NH4+] (ammonium chloride). Solvent: CO.O1CCCC1 (methanol tetrahydrofuran). Conditions: time 8 hour. Product: C(C)C(CC)(C1=CC(=C(C=C1)CCC1(CCCC1)O)C)C1=CC(=C(C=C1)C1=CC=C(C=C1)CC(=O)O)C ([4′-(1-ethyl-1-{4-[2-(1-hydroxy-cyclopentyl)-ethyl]-3-methyl-phenyl}-propyl)-2′-methyl-biphenyl-4-yl]-acetic Acid). Isolated yield 76.4%. RXN SMILES: [OH-].[Na+].C[O:4][C:5](=[O:40])[CH2:6][C:7]1[CH:12]=[CH:11][C:10]([C:13]2[CH:18]=[CH:17][C:16]([C:19]([CH2:37][CH3:38])([C:22]3[CH:27]=[CH:26][C:25]([CH2:28][CH2:29][C:30]4([OH:35])[CH2:34][CH2:33][CH2:32][CH2:31]4)=[C:24]([CH3:36])[CH:23]=3)[CH2:20][CH3:21])=[CH:15][C:14]=2[CH3:39])=[CH:9][CH:8]=1.[Cl-].[NH4+]>CO.O1CCCC1>[CH2:20]([C:19]([C:16]1[CH:17]=[CH:18][C:13]([C:10]2[CH:9]=[CH:8][C:7]([CH2:6][C:5]([OH:40])=[O:4])=[CH:12][CH:11]=2)=[C:14]([CH3:39])[CH:15]=1)([C:22]1[CH:27]=[CH:26][C:25]([CH2:28][CH2:29][C:30]2([OH:35])[CH2:34][CH2:33][CH2:32][CH2:31]2)=[C:24]([CH3:36])[CH:23]=1)[CH2:37][CH3:38])[CH3:21] |f:0.1,3.4,5.6|. Procedure details: A 1 N sodium hydroxide aqueous solution (0.159 mL, 0.159 mmol) was added to a solution of [4′-(1-ethyl-1-{4-[2-(1-hydroxy-cyclopentyl)-ethyl]-3-methyl-phenyl}-propyl)-2′-methyl-biphenyl-4-yl]-acetic acid methyl ester (Example 54-(1); 27.2 mg, 0.053 mmol) in methanol-tetrahydrofuran (1:1, 3 mL), and the mixture was stirred at room temperature overnight. The reaction mixture was then poured into a saturated aqueous ammonium chloride solution, followed by extraction with dichloromethane. The organi...